From a dataset of the Open Reaction Database (ORD), a public repository of structured organic reaction records. describe an organic reaction: reactants, conditions, products, and yield Reactants: C(C)C=1SC(=C(N1)\C=C\C=1C(=NN(C1)C1=CC=CC=C1)OCOC)C (2-ethyl-4-{(E)-2-[3-(methoxymethoxy)-1-phenyl-1H-pyrazol-4-yl]ethenyl}-5-methyl-1,3-thiazole), Cl (hydrochloric acid). The solvent is CO (methanol). Reaction conditions: temperature 50 celsius, time 2 hour. Yields the product Cl.C(C)C=1SC(=C(N1)/C=C/C=1C(=NN(C1)C1=CC=CC=C1)O)C (4-[(E)-2-(2-ethyl-5-methyl-1,3-thiazol-4-yl)ethenyl]-1-phenyl-1H-pyrazol-3-ol.hydrochloride). Yield: 96.0%. RXN SMILES: [CH2:1]([C:3]1[S:4][C:5]([CH3:25])=[C:6](/[CH:8]=[CH:9]/[C:10]2[C:11]([O:21]COC)=[N:12][N:13]([C:15]3[CH:20]=[CH:19][CH:18]=[CH:17][CH:16]=3)[CH:14]=2)[N:7]=1)[CH3:2].[ClH:26]>CO>[ClH:26].[CH2:1]([C:3]1[S:4][C:5]([CH3:25])=[C:6](/[CH:8]=[CH:9]/[C:10]2[C:11]([OH:21])=[N:12][N:13]([C:15]3[CH:20]=[CH:19][CH:18]=[CH:17][CH:16]=3)[CH:14]=2)[N:7]=1)[CH3:2] |f:3.4|. Procedure details: To a solution of 2-ethyl-4-{(E)-2-[3-(methoxymethoxy)-1-phenyl-1H-pyrazol-4-yl]ethenyl}-5-methyl-1,3-thiazole (3.21 g) in methanol (75 mL) was added concentrated hydrochloric acid (1.5 mL) at room temperature, and the mixture was stirred at 50° C. for 2 hrs. The reaction mixture was evaporated under reduced pressure, and the residue was washed with ethyl acetate-methanol to give 4-[(E)-2-(2-ethyl-5-methyl-1,3-thiazol-4-yl)ethenyl]-1-phenyl-1H-pyrazol-3-ol.hydrochloride (3.02 g, yield 96%) as pal...